From a dataset of the Open Reaction Database (ORD), a public repository of structured organic reaction records. describe an organic reaction: reactants, conditions, products, and yield Starting materials: 26.7, S(O)(O)(=O)=O (sulfuric acid), FC1=CC=C(OC2CCC(CC2)O)C=C1 (4-(4-fluorophenoxy)cyclohexanol), CC(C)=O (2-propanone), CO (methanol). The reagents and catalysts are [O-2].[O-2].[O-2].[Cr+6] (chromium trioxide). The solvent is O (water), 100. Reaction conditions: time 3 hour. Product: FC1=CC=C(OC2CCC(CC2)=O)C=C1 (4-(4-fluorophenoxy)cyclohexanone), ( 140 ). Isolated yield 96.1%. Reaction SMILES: [F:1][C:2]1[CH:15]=[CH:14][C:5]([O:6][CH:7]2[CH2:12][CH2:11][CH:10]([OH:13])[CH2:9][CH2:8]2)=[CH:4][CH:3]=1.CC(=O)C.S(=O)(=O)(O)O.CO>O.[O-2].[O-2].[O-2].[Cr+6]>[F:1][C:2]1[CH:3]=[CH:4][C:5]([O:6][CH:7]2[CH2:8][CH2:9][C:10](=[O:13])[CH2:11][CH2:12]2)=[CH:14][CH:15]=1 |f:5.6.7.8|. Procedure: To a stirred and cooled mixture of 8.9 parts of 4-(4-fluorophenoxy)cyclohexanol and 160 parts of 2-propanone were added dropwise 13 parts of a solution of 26.7 parts of chromium trioxide in 42.3 parts of concentrate sulfuric acid diluted with water till a volume of 100 parts at a temperature below 5° C. Upon completion, stirring was continued for 3 hours at room temperature. After the addition of a few parts of methanol, the reaction mixture was poured onto water. The product was extracted with ... The reactants are O.O.[Sn](Cl)Cl (Tin(II)dichloride dihydrate), CC1=C(C=C(C=C1)C(=O)C)[N+](=O)[O-] (4-methyl-3-nitroacetophenone). Run in CO (methanol). Conditions: temperature 60 celsius. Reported procedure: Tin(II)dichloride dihydrate (37 g, 168 mmol) was added to 4-methyl-3-nitroacetophenone (10 g, 56 mmol) dissolved in methanol (350 mL). The reaction mixture was heated at 60° C. for 18 h, concentrated, and dried under high vacuum to give to 1-(3-amino-4-methylphenyl)ethanone which contained tin salts. LC (Cond.-J1): 0.73 min; LC/MS: Anal. Calcd. for [M+H]+ C9H11NO: 150.08; found: 150. The material was used without purification. HATU (10.6 g, 28 mmol) was added in one portion to a stirred solution... Reaction SMILES: O.O.[Sn](Cl)Cl.[CH3:6][C:7]1[CH:12]=[CH:11][C:10]([C:13]([CH3:15])=[O:14])=[CH:9][C:8]=1[N+:16]([O-])=O>CO>[NH2:16][C:8]1[CH:9]=[C:10]([C:13](=[O:14])[CH3:15])[CH:11]=[CH:12][C:7]=1[CH3:6] |f:0.1.2|. Product: NC=1C=C(C=CC1C)C(C)=O (1-(3-amino-4-methylphenyl)ethanone). Reactants: C(O)([O-])=O.[Na+] (sodium hydrogencarbonate), OCC(COCC1=CC=C(C=C2C(C3CCC2(C3(C)C)C)=O)C=C1)(OC)OC (3-[4-(3-hydroxy-2,2-dimethoxypropoxymethyl)benzylidene]-4,7,7-trimethylbicyclo[2.2.1]heptan-2-one). The solvent is O (water), O (H2O), mixture. Conditions: time 2 hour. Product: OCC(COCC1=CC=C(C=C2C(C3CCC2(C3(C)C)C)=O)C=C1)=O (3-[4-(3-hydroxy-2-oxopropoxymethyl)benzylidene]-4,7,7-trimethylbicyclo[2.2.1]heptan-2-one). Reaction SMILES: [OH:1][CH2:2][C:3](OC)([O:25]C)[CH2:4][O:5][CH2:6][C:7]1[CH:24]=[CH:23][C:10]([CH:11]=[C:12]2[C:17]3([CH3:21])[C:18]([CH3:20])([CH3:19])[CH:14]([CH2:15][CH2:16]3)[C:13]2=[O:22])=[CH:9][CH:8]=1.C(=O)([O-])O.[Na+]>O>[OH:1][CH2:2][C:3](=[O:25])[CH2:4][O:5][CH2:6][C:7]1[CH:8]=[CH:9][C:10]([CH:11]=[C:12]2[C:17]3([CH3:21])[C:18]([CH3:20])([CH3:19])[CH:14]([CH2:15][CH2:16]3)[C:13]2=[O:22])=[CH:23][CH:24]=1 |f:1.2|. Reported procedure: 3-[4-(3-Hydroxy-2,2-dimethoxypropoxymethyl)benzylidene]-4,7,7-trimethylbicyclo[2.2.1]heptan-2-one from Example 8 (2 mmol) is dissolved in the H2O/3N HCl 2:3 mixture (10 ml) and stirred at room temperature for 2 h. A solution of sodium hydrogencarbonate in water is then added dropwise to the reaction mixture with stirring (to about pH=8), and the reaction mixture is extracted with dichloromethane (3×10 ml). The combined organic extracts are dried over magnesium sulfate. The solvent is removed in ... The reactants are CC[C@@]1(C2=C(COC1=O)C(=O)N3CC=4C=C5C=C(C=CC5=NC4C3=C2)O)O (10-hydroxy-camptothecin), ClCCl (dichloromethane), Cl (hydrochloric acid), N,N-dimethylmethyleneiminium chloride. The solvent is C(C)(C)O (isopropanol), C(C)(C)O (isopropanol), C(C)N(CC)CC (Triethylamine). Run at temperature 27.5 celsius. Yields the product CC[C@@]1(C2=C(COC1=O)C(=O)N3CC=4C=C5C(C=CC(=C5CN(C)C)O)=NC4C3=C2)O.Cl (topotecan HCl). Yield: 238.7%. As a reaction SMILES: [CH3:1][CH2:2][C@@:3]1([OH:27])[C:8](=[O:9])[O:7][CH2:6][C:5]2[C:10]([N:12]3[C:24](=[CH:25][C:4]1=2)[C:23]1[N:22]=[C:21]2[C:16]([CH:17]=[C:18]([OH:26])[CH:19]=[CH:20]2)=[CH:15][C:14]=1[CH2:13]3)=[O:11].[Cl:28]CCl.Cl>C(O)(C)C.C(N(CC)CC)C>[CH3:1][CH2:2][C@@:3]1([OH:27])[C:8](=[O:9])[O:7][CH2:6][C:5]2[C:10]([N:12]3[C:24](=[CH:25][C:4]1=2)[C:23]1[N:22]=[C:21]2[CH:20]=[CH:19][C:18]([OH:26])=[C:17]([CH2:10][N:12]([CH3:24])[CH3:13])[C:16]2=[CH:15][C:14]=1[CH2:13]3)=[O:11].[ClH:28] |f:5.6|. Procedure details: 10-hydroxy-camptothecin (1.0 kg), dichloromethane (about 13 kg) and isopropanol (about 8 kg) were charged into a suitable reactor. N,N-dimethylmethyleneiminium chloride (0.3-0.5 kg) was added into the reactor. Triethylamine (0.04-0.2 kg) was then added into the resulting mixture at 20-35° C. and stirred at 20-35° C. for at least 12 hours. When the reaction was complete, a mixture of hydrochloric acid (32%, 0.06-0.3 kg) and isopropanol (about 5 kg) was added into the resulting mixture. After the ...